Dataset: the Open Reaction Database (ORD), a public repository of structured organic reaction records. Task: describe an organic reaction: reactants, conditions, products, and yield Starting materials: COC(=O)CCc1c[n+](C)ccn1, Cl, [I-]. Yields the product C[n+]1ccnc(CCC(=O)O)c1, [I-]. Reaction SMILES: [CH3:2][n+:3]1[cH:4][c:5]([CH2:9][CH2:10][C:11](=[O:12])[O:13][CH3:14])[n:6][cH:7][cH:8]1.[ClH:15].[I-:1]>>[CH3:2][n+:3]1[cH:4][c:5]([CH2:9][CH2:10][C:11](=[O:12])[OH:13])[n:6][cH:7][cH:8]1.[I-:1].